This data is from the Open Reaction Database (ORD), a public repository of structured organic reaction records. The task is: describe an organic reaction: reactants, conditions, products, and yield As a reaction SMILES: [CH2:1]([N:4]([CH2:9][CH:10]([O:14][CH2:15][CH3:16])[O:11][CH2:12][CH3:13])[C:5](=[O:8])[CH2:6][Cl:7])[C:2]#[CH:3].C1(C)C(S(O)(=O)=O)=CC=CC=1.C(=O)([O-])[O-].[Na+].[Na+]>C(O)C>[CH2:1]([N:4]([CH2:9][CH:10]1[O:11][CH2:12][CH2:13][CH2:16][CH2:15][O:14]1)[C:5](=[O:8])[CH2:6][Cl:7])[C:2]#[CH:3] |f:2.3.4|. The reactants are C(C#C)N(C(CCl)=O)CC(OCC)OCC (N-Propargyl-N-(2,2-diethoxyethyl)-α-chloroacetamide), C([O-])([O-])=O.[Na+].[Na+] (sodium carbonate), butandiol-1,4, C=1(C(=CC=CC1)S(=O)(=O)O)C (toluenesulfonic acid). Run in C(C)O (ethanol). Procedure: N-Propargyl-N-(2,2-diethoxyethyl)-α-chloroacetamide (10 grams), butandiol-1,4 (3 ml) and trace amounts of toluenesulfonic acid are charged into a glass reaction vessel equipped with a mechanical stirrer, thermometer and reflux condenser. The reaction mixture is heated until no more ethanol is given off. After this time sodium carbonate (1 gram) is added to the mixture with stirring and the resulting mixture is distilled to yield the desired product N-propargyl-N-(1,3-dioxepan-2-ylmethyl)-α-chlor... The product is C(C#C)N(C(CCl)=O)CC1OCCCCO1 (N-propargyl-N-(1,3-dioxepan-2-ylmethyl)-α-chloroacetamide).